From a dataset of the Open Reaction Database (ORD), a public repository of structured organic reaction records. describe an organic reaction: reactants, conditions, products, and yield Starting materials: CCOC(=O)c1cc2cc(OCc3ccccc3)c(NC=O)cc2[nH]1, CC(C)=O, Cl, O. The product is CCOC(=O)c1cc2cc(OCc3ccccc3)c(N)cc2[nH]1. RXN SMILES: [CH2:1]([CH3:2])[O:3][C:4](=[O:5])[c:6]1[nH:7][c:8]2[cH:9][c:10]([NH:23][CH:24]=[O:25])[c:11]([O:15][CH2:16][c:17]3[cH:18][cH:19][cH:20][cH:21][cH:22]3)[cH:12][c:13]2[cH:14]1.[CH3:28][C:29]([CH3:30])=[O:31].[ClH:26].[OH2:27]>>[CH2:1]([CH3:2])[O:3][C:4](=[O:5])[c:6]1[nH:7][c:8]2[cH:9][c:10]([NH2:23])[c:11]([O:15][CH2:16][c:17]3[cH:18][cH:19][cH:20][cH:21][cH:22]3)[cH:12][c:13]2[cH:14]1. Reactants: BrCCN1N=C(C=C1C(=O)OCC)C1=CC=C(C=C1)F (Ethyl 1-(2-bromoethyl)-3-(4-fluorophenyl)-1H-pyrazole-5-carboxylate), [I-].[K+] (potassium iodide), C(C1=CC=CC=C1)N (benzyl amine). Run in C(C)#N (acetonitrile). Conditions: temperature 90 celsius, time 12 hour. Yields the product C(C1=CC=CC=C1)N1C(C=2N(CC1)N=C(C2)C2=CC=C(C=C2)F)=O (5-Benzyl-2-(4-fluorophenyl)-6,7-dihydropyrazolo[1,5-a]pyrazin-4(5H)-one). Isolated yield 46.5%. RXN SMILES: Br[CH2:2][CH2:3][N:4]1[C:8]([C:9]([O:11]CC)=O)=[CH:7][C:6]([C:14]2[CH:19]=[CH:18][C:17]([F:20])=[CH:16][CH:15]=2)=[N:5]1.[I-].[K+].[CH2:23]([NH2:30])[C:24]1[CH:29]=[CH:28][CH:27]=[CH:26][CH:25]=1>C(#N)C>[CH2:23]([N:30]1[CH2:2][CH2:3][N:4]2[N:5]=[C:6]([C:14]3[CH:15]=[CH:16][C:17]([F:20])=[CH:18][CH:19]=3)[CH:7]=[C:8]2[C:9]1=[O:11])[C:24]1[CH:29]=[CH:28][CH:27]=[CH:26][CH:25]=1 |f:1.2|. Reported procedure: To a solution of Intermediate 1C (80 g, 234 mmol) and potassium iodide (78 g, 469 mmol) in acetonitrile (800 mL) was added benzyl amine (28.2 mL, 258 mmol) and the reaction mixture was stirred at 90° C. for 12 h. Acetonitrile was removed under reduced pressure, crude was diluted with water and the aqueous layer was extracted with DCM (3×500 mL). The combined organic layer washed with brine, dried over Na2SO4, filtered and concentrated. The residue was purified by silica gel chromatography (120 g... The reactants are ClC1=C(C(=O)OC)C=CC(=C1C)OC (methyl 2-chloro-4-methoxy-3-methylbenzoate), BrN1C(CCC1=O)=O (N-bromosuccinimide), C(C1=CC=CC=C1)(=O)OOC(C1=CC=CC=C1)=O (benzoyl peroxide). Run in C(Cl)(Cl)(Cl)Cl (carbon tetrachloride). Conditions: time 4 hour. The product is BrCC=1C(=C(C(=O)OC)C=CC1OC)Cl (methyl 3-bromomethyl-2-chloro-4-methoxybenzoate). Reaction SMILES: [Cl:1][C:2]1[C:11]([CH3:12])=[C:10]([O:13][CH3:14])[CH:9]=[CH:8][C:3]=1[C:4]([O:6][CH3:7])=[O:5].[Br:15]N1C(=O)CCC1=O.C(OOC(=O)C1C=CC=CC=1)(=O)C1C=CC=CC=1>C(Cl)(Cl)(Cl)Cl>[Br:15][CH2:12][C:11]1[C:2]([Cl:1])=[C:3]([CH:8]=[CH:9][C:10]=1[O:13][CH3:14])[C:4]([O:6][CH3:7])=[O:5]. Procedure details: To 50 ml carbon tetrachloride, was dissolved methyl 2-chloro-4-methoxy-3-methylbenzoate in an amount of 5.0 g (0.025 mole), and the resulting solution was then stirred for 4 hours under reflux and heating after the addition of N-bromosuccinimide in an amount of 4.9 g (0.028 mole) and benzoyl peroxide in an amount of 0.1 g into the solution. After cooling the mixture, insoluble material therein were separated by filtration, and the filtrate was washed with aqueous solution of sodium hydrogenbisul... Procedure: The compound was synthesized starting from 1-(1H-benzo[d]imidazol-5-yl)-4-hydroxy-5-(4-morpholinophenyl)-1H-pyrrol-2(5H)-one (0.124 g, 0.3 mmol) and cyclohexylamine (0.48 ml, 4.2 mmol) according to method 7 described above. Reaction SMILES: [NH:1]1[C:5]2[CH:6]=[CH:7][C:8]([N:10]3[CH:14]([C:15]4[CH:20]=[CH:19][C:18]([N:21]5[CH2:26][CH2:25][O:24][CH2:23][CH2:22]5)=[CH:17][CH:16]=4)[C:13](O)=[CH:12][C:11]3=[O:28])=[CH:9][C:4]=2[N:3]=[CH:2]1.[CH:29]1([NH2:35])[CH2:34][CH2:33][CH2:32][CH2:31][CH2:30]1>>[NH:1]1[C:5]2[CH:6]=[CH:7][C:8]([N:10]3[CH:14]([C:15]4[CH:20]=[CH:19][C:18]([N:21]5[CH2:22][CH2:23][O:24][CH2:25][CH2:26]5)=[CH:17][CH:16]=4)[C:13]([NH:35][CH:29]4[CH2:34][CH2:33][CH2:32][CH2:31][CH2:30]4)=[CH:12][C:11]3=[O:28])=[CH:9][C:4]=2[N:3]=[CH:2]1. Starting materials: N1C=NC2=C1C=CC(=C2)N2C(C=C(C2C2=CC=C(C=C2)N2CCOCC2)O)=O (1-(1H-benzo[d]imidazol-5-yl)-4-hydroxy-5-(4-morpholinophenyl)-1H-pyrrol-2(5H)-one), C1(CCCCC1)N (cyclohexylamine). Product: N1C=NC2=C1C=CC(=C2)N2C(C=C(C2C2=CC=C(C=C2)N2CCOCC2)NC2CCCCC2)=O (1-(1H-Benzo[d]imidazol-5-yl)-4-(cyclohexylamino)-5-(4-morpholinophenyl)-1H-pyrrol-2(5H)-one). The reactants are NC1[C@@H]2N(C(=C(CS2)CSC2=NN=NN2CC=C)C(=O)O)C1=O (7-amino-3-(1-allyl-1H-tetrazol-5-yl)thiomethyl-3-cephem-4-carboxylic acid), C[Si](C)(C)CC(=O)N (trimethylsilylacetamide), [Cl-].[Na+] (sodium chloride), P(=O)(Cl)(Cl)Cl (phosphorus oxychloride), CON=C(C(=O)O)C=1N=CSC1 (2-methoxyimino-2-(4-thiazolyl)acetic acid), C([O-])([O-])=O.[Na+].[Na+] (sodium carbonate), aqueous solution. Solvent: C(C)(=O)OCC (ethyl acetate), C(C)(=O)OCC (ethyl acetate), CN(C=O)C (dimethylformamide). Run at temperature -25 celsius. Yields the product CON=C(C(=O)NC1[C@@H]2N(C(=C(CS2)CSC2=NN=NN2CC=C)C(=O)O)C1=O)C=1N=CSC1 (7-[2-methoxyimino-2-(4-thiazolyl)-acetamido]-3-(1-allyl-1H-tetrazol-5-yl)thiomethyl-3-cephem-4-carboxylic acid). As a reaction SMILES: P(Cl)(Cl)(Cl)=O.[CH3:6][O:7][N:8]=[C:9]([C:13]1[N:14]=[CH:15][S:16][CH:17]=1)[C:10]([OH:12])=O.[NH2:18][CH:19]1[C:39](=[O:40])[N:21]2[C:22]([C:36]([OH:38])=[O:37])=[C:23]([CH2:26][S:27][C:28]3[N:32]([CH2:33][CH:34]=[CH2:35])[N:31]=[N:30][N:29]=3)[CH2:24][S:25][C@H:20]12.C[Si](CC(N)=O)(C)C.[Cl-].[Na+].C(=O)([O-])[O-].[Na+].[Na+]>C(OCC)(=O)C.CN(C)C=O>[CH3:6][O:7][N:8]=[C:9]([C:13]1[N:14]=[CH:15][S:16][CH:17]=1)[C:10]([NH:18][CH:19]1[C:39](=[O:40])[N:21]2[C:22]([C:36]([OH:38])=[O:37])=[C:23]([CH2:26][S:27][C:28]3[N:32]([CH2:33][CH:34]=[CH2:35])[N:31]=[N:30][N:29]=3)[CH2:24][S:25][C@H:20]12)=[O:12] |f:4.5,6.7.8|. Procedure details: To dimethylformamide (0.2 g) was added dropwise phosphorus oxychloride (0.4 g) under stirring and ice-cooling, and the mixture was stirred for 30 minutes at 40° C. and then suspended in ethyl acetate (10 ml). To the suspension was added 2-methoxyimino-2-(4-thiazolyl)acetic acid (syn isomer) (0.4 g) under stirring and ice-cooling and then stirred for 30 minutes under ice-cooling. Thus obtained solution was added to a solution, which was prepared by stirring a mixture of 7-amino-3-(1-allyl-1H-tetr...